From a dataset of the Open Reaction Database (ORD), a public repository of structured organic reaction records. describe an organic reaction: reactants, conditions, products, and yield The reactants are CCN(C(C)C)C(C)C, CC(C)N1CCCNCC1, COC(=O)c1cnc(Cl)nc1, ClCCl. The product is COC(=O)c1cnc(N2CCCN(C(C)C)CC2)nc1. As a reaction SMILES: [CH2:22]([N:23]([CH:24]([CH3:25])[CH3:26])[CH:27]([CH3:28])[CH3:29])[CH3:30].[CH3:12][CH:13]([CH3:14])[N:15]1[CH2:16][CH2:17][NH:18][CH2:19][CH2:20][CH2:21]1.[Cl:1][c:2]1[n:3][cH:4][c:5]([C:8](=[O:9])[O:10][CH3:11])[cH:6][n:7]1.[Cl:31][CH2:32][Cl:33]>>[c:2]1([N:18]2[CH2:17][CH2:16][N:15]([CH:13]([CH3:12])[CH3:14])[CH2:21][CH2:20][CH2:19]2)[n:3][cH:4][c:5]([C:8](=[O:9])[O:10][CH3:11])[cH:6][n:7]1.